Dataset: the Open Reaction Database (ORD), a public repository of structured organic reaction records. Task: describe an organic reaction: reactants, conditions, products, and yield The product is Cl.N1(N=NC=C1)C1CNC1 (3-(1,2,3-Triazol-1-yl) azetidine hydrochloride). Run in C(C)O (ethanol). Conditions: time 18 hour. Isolated yield 51.0%. Reactants: C(C1=CC=CC=C1)(C1=CC=CC=C1)N1CC(C1)N1N=NC=C1 (N-benzhydryl-3-(1,2,3-triazol-1-yl) azetidine), Cl (hydrochloric acid). Reported procedure: To a mixture of 0.88 g (3.03 mmol) of N-benzhydryl-3-(1,2,3-triazol-1-yl) azetidine in 25 ml of 98% ethanol was added 3 ml of 1N hydrochloric acid. To this solution was added 0.3 g of Pd/C (10%) and the mixture was then hydrogenated at 50 psi for 18 hr. After filtration of the Pd/C the solvent was removed under reduced pressure, and the residue was crystallized from methanol-ether to yield 0.25 g (51%) of the desired product m.p. 158°-160° C. 1H NMR (D2O) 6 8.16 (S, 1H), 7.92 (S, 1H), 5.95-5.75 ... Reagents/catalysts: [Pd] (Pd/C). Reaction SMILES: C([N:14]1[CH2:17][CH:16]([N:18]2[CH:22]=[CH:21][N:20]=[N:19]2)[CH2:15]1)(C1C=CC=CC=1)C1C=CC=CC=1.[ClH:23]>C(O)C.[Pd]>[ClH:23].[N:18]1([CH:16]2[CH2:17][NH:14][CH2:15]2)[CH:22]=[CH:21][N:20]=[N:19]1 |f:4.5|.